Dataset: the Open Reaction Database (ORD), a public repository of structured organic reaction records. Task: describe an organic reaction: reactants, conditions, products, and yield Reactants: C(#N)C1=NN(C=N1)CC(=O)OCC (Ethyl 2-(3-cyano-1H-1,2,4-triazol-1-yl)acetate), C[O-].[Na+] (sodium methoxide), [Cl-].[NH4+] (ammonium chloride). The product is Cl.C(N)(=N)C1=NN(C=N1)CC(=O)OC (Methyl 2-(3-carbamimidoyl-1H-1,2,4-triazol-1-yl)acetate hydrochloride). Yield: 54.9%. Reaction SMILES: [C:1]([C:3]1[N:7]=[CH:6][N:5]([CH2:8][C:9]([O:11][CH2:12]C)=[O:10])[N:4]=1)#[N:2].C[O-].[Na+].[Cl-:17].[NH4+:18]>>[ClH:17].[C:1]([C:3]1[N:7]=[CH:6][N:5]([CH2:8][C:9]([O:11][CH3:12])=[O:10])[N:4]=1)(=[NH:2])[NH2:18] |f:1.2,3.4,5.6|. Procedure details: Ethyl 2-(3-cyano-1H-1,2,4-triazol-1-yl)acetate (2 g, 11.2 mmol) was reacted with sodium methoxide (0.85 g, 15.68 mmol) and ammonium chloride (0.89 g, 16.8 mmol) according to the procedure as described in Example 61, Step B to give the title compound as a white solid (1.35 g, 55%). The compound was characterized by the following spectroscopic data: Product: CC(C)(C)OC(=O)NO. As a reaction SMILES: [C:7]([CH3:8])([CH3:9])([CH3:10])[O:11][C:12]([O:14][C:13]([O-:15])=[O:16])=[O:17].[CH3:19][OH:20].[CH3:21][CH2:22][O:23][C:24]([CH3:25])=[O:26].[Cl-:5].[N-:2]=[N+:3]=[N-:4].[NH4+:6].[Na+:1].[OH2:18]>>[NH:6]([C:12]([O:11][C:7]([CH3:8])([CH3:9])[CH3:10])=[O:14])[OH:18]. The reactants are CC(C)(C)OC(=O)OC(=O)[O-], CO, CCOC(C)=O, [Cl-], [N-]=[N+]=[N-], [NH4+], [Na+], O. Reactants: O=C(OOC(=O)c1ccccc1)c1ccccc1, ClC(Cl)(Cl)Cl, COC(=O)Cc1ccc(S(=O)(=O)C2CCOCC2)cc1, ClCCl, O=C1CCC(=O)N1Br. Yields the product COC(=O)C(Br)c1ccc(S(=O)(=O)C2CCOCC2)cc1. As a reaction SMILES: [C:29]([O:30][O:31][C:32](=[O:33])[c:34]1[cH:35][cH:36][cH:37][cH:38][cH:39]1)(=[O:40])[c:41]1[cH:42][cH:43][cH:44][cH:45][cH:46]1.[C:47]([Cl:48])([Cl:49])([Cl:50])[Cl:51].[CH3:1][O:2][C:3]([CH2:4][c:5]1[cH:6][cH:7][c:8]([S:11](=[O:12])(=[O:13])[CH:14]2[CH2:15][CH2:16][O:17][CH2:18][CH2:19]2)[cH:9][cH:10]1)=[O:20].[Cl:52][CH2:53][Cl:54].[O:21]=[C:22]1[N:23]([Br:28])[C:24](=[O:25])[CH2:26][CH2:27]1>>[CH3:1][O:2][C:3]([CH:4]([c:5]1[cH:6][cH:7][c:8]([S:11](=[O:12])(=[O:13])[CH:14]2[CH2:15][CH2:16][O:17][CH2:18][CH2:19]2)[cH:9][cH:10]1)[Br:28])=[O:20].